Dataset: the Open Reaction Database (ORD), a public repository of structured organic reaction records. Task: describe an organic reaction: reactants, conditions, products, and yield Starting materials: N1(CCCC1)C1=CC=C(C=C1)CN ((4-(pyrrolidin-1-yl)phenyl)methanamine), COC1=C(C=O)C(=CC=C1)OC (2,6-dimethoxybenzaldehyde). Yields the product COC1=C(C(=CC=C1)OC)C1CCCC(N1CC1=CC=C(C=C1)N1CCCC1)=O (6-(2,6-dimethoxyphenyl)-1-(4-(pyrrolidin-1-yl)benzyl)piperidin-2-one). As a reaction SMILES: [N:1]1([C:6]2[CH:11]=[CH:10][C:9]([CH2:12][NH2:13])=[CH:8][CH:7]=2)[CH2:5][CH2:4][CH2:3][CH2:2]1.[CH3:14][O:15][C:16]1[CH:23]=[CH:22][CH:21]=[C:20]([O:24][CH3:25])[C:17]=1[CH:18]=O>>[CH3:14][O:15][C:16]1[CH:23]=[CH:22][CH:21]=[C:20]([O:24][CH3:25])[C:17]=1[CH:18]1[N:13]([CH2:12][C:9]2[CH:10]=[CH:11][C:6]([N:1]3[CH2:5][CH2:4][CH2:3][CH2:2]3)=[CH:7][CH:8]=2)[C:16](=[O:15])[CH2:17][CH2:20][CH2:21]1. Reported procedure: Prepared according to the described general procedure 6 (GP6) with commercially available (4-(pyrrolidin-1-yl)phenyl)methanamine and commercially available 2,6-dimethoxybenzaldehyde. Subsequent purification by preparative HPLC afforded the target compound. LC-MS (conditions E): tR=0.62 min.; [M+H]+: 395.25 g/mol. The product is CC(C)(C)C1=NCC(O)CN1. Starting materials: CC(C)(C)C(=O)O, NCC(O)CN, O. Reaction SMILES: [CH3:1][C:2]([CH3:3])([CH3:4])[C:5](=[O:6])[OH:7].[NH2:8][CH2:9][CH:10]([CH2:11][NH2:12])[OH:13].[OH2:14]>>[CH3:1][C:2]([CH3:3])([CH3:4])[C:5]1=[N:12][CH2:11][CH:10]([OH:13])[CH2:9][NH:8]1. Reactants: CO, COc1cc(N(S(C)(=O)=O)S(C)(=O)=O)ccc1-c1nc2c(c(C3CCCCC3)nn2C)c(=O)[nH]1, [Na+], [OH-], O. The product is COc1cc(NS(C)(=O)=O)ccc1-c1nc2c(c(C3CCCCC3)nn2C)c(=O)[nH]1. Reaction SMILES: [CH3:1][OH:2].[CH:3]1([c:9]2[n:10][n:11]([CH3:36])[c:12]3[n:13][c:14](-[c:19]4[c:20]([O:34][CH3:35])[cH:21][c:22]([N:25]([S:26](=[O:27])(=[O:28])[CH3:29])[S:30]([CH3:31])(=[O:32])=[O:33])[cH:23][cH:24]4)[nH:15][c:16](=[O:18])[c:17]23)[CH2:4][CH2:5][CH2:6][CH2:7][CH2:8]1.[Na+:38].[OH-:37].[OH2:39]>>[CH:3]1([c:9]2[n:10][n:11]([CH3:36])[c:12]3[n:13][c:14](-[c:19]4[c:20]([O:34][CH3:35])[cH:21][c:22]([NH:25][S:26](=[O:27])(=[O:28])[CH3:29])[cH:23][cH:24]4)[nH:15][c:16](=[O:18])[c:17]23)[CH2:4][CH2:5][CH2:6][CH2:7][CH2:8]1. Reactants: C(C1=CN=CC=C1)(=O)Cl (nicotinic acid chloride), C(Cl)Cl (methylene chloride), C(Cl)Cl (methylene chloride), CN1N=C(C2=C1C1=C(S2)C=CC=C1)N (1-methyl-1H-(1)benzothieno-[3,2-c]pyrazol-3-amine). Solvent: N1=CC=CC=C1 (pyridine). Reaction conditions: time 8 hour. Yields the product Cl.CN1N=C(C2=C1C1=C(S2)C=CC=C1)NC(=O)C=1C=NC=CC1 (N-(1-methyl-1H-(1)benzothieno[3,2-c]pyrazol-3-yl)-3-pyridinecarboxamide hydrochloride). As a reaction SMILES: [C:1]([Cl:9])(=[O:8])[C:2]1[CH:7]=[CH:6][CH:5]=[N:4][CH:3]=1.C(Cl)Cl.[CH3:13][N:14]1[C:18]2[C:19]3[CH:25]=[CH:24][CH:23]=[CH:22][C:20]=3[S:21][C:17]=2[C:16]([NH2:26])=[N:15]1>N1C=CC=CC=1>[ClH:9].[CH3:13][N:14]1[C:18]2[C:19]3[CH:25]=[CH:24][CH:23]=[CH:22][C:20]=3[S:21][C:17]=2[C:16]([NH:26][C:1]([C:2]2[CH:3]=[N:4][CH:5]=[CH:6][CH:7]=2)=[O:8])=[N:15]1 |f:4.5|. Procedure: A solution of 14.2 g. of nicotinic acid chloride in 100 ml. of methylene chloride was added to a stirred solution of 0.1 mole of 1-methyl-1H-(1)benzothieno-[3,2-c]pyrazol-3-amine in 400 ml. of methylene chloride containing 10 ml. of pyridine. The reaction mixture was stirred overnight at room temperature and the precipitate which formed was collected by filtration. Recrystallization from glacial acetic acid/concentrated hydrochloric acid gave N-(1-methyl-1H-(1)benzothieno[3,2-c]pyrazol-3-yl)-3-p... Reactants: CCOC(=O)Nc1ccc(S(=O)(=O)Cl)cc1, [Na+], O=[N+]([O-])[O-], O=S(=O)(O)O. Product: CCOC(=O)Nc1ccc(S(=O)(=O)Cl)cc1[N+](=O)[O-]. RXN SMILES: [CH2:1]([CH3:2])[O:3][C:4]([NH:5][c:6]1[cH:7][cH:8][c:9]([S:12](=[O:13])(=[O:14])[Cl:15])[cH:10][cH:11]1)=[O:16].[Na+:17].[O-:18][N+:19]([O-:20])=[O:21].[S:22](=[O:23])(=[O:24])([OH:25])[OH:26]>>[CH2:1]([CH3:2])[O:3][C:4]([NH:5][c:6]1[cH:7][cH:8][c:9]([S:12](=[O:13])(=[O:14])[Cl:15])[cH:10][c:11]1[N+:19](=[O:18])[O-:20])=[O:16].